Dataset: the Open Reaction Database (ORD), a public repository of structured organic reaction records. Task: describe an organic reaction: reactants, conditions, products, and yield The reactants are COc1ccc(C)cc1, CO, [Ce+3], [Ce], O=[N+]([O-])[O-], O=[N+]([O-])[O-], O=[N+]([O-])[O-], [NH4+], O=[N+]([O-])[O-]. Product: COc1ccc(C=O)cc1. Reaction SMILES: [CH3:20][c:21]1[cH:22][cH:23][c:24]([O:27][CH3:28])[cH:25][cH:26]1.[CH3:29][OH:30].[Ce+3:5].[Ce:19].[N+:10]([O-:11])([O-:12])=[O:13].[N+:1]([O-:2])([O-:3])=[O:4].[N+:6]([O-:7])([O-:8])=[O:9].[NH4+:14].[O-:15][N+:16](=[O:17])[O-:18]>>[O:15]=[CH:20][c:21]1[cH:22][cH:23][c:24]([O:27][CH3:28])[cH:25][cH:26]1.